Task: describe an organic reaction: reactants, conditions, products, and yield. Dataset: the Open Reaction Database (ORD), a public repository of structured organic reaction records Reactants: BrBr (bromine), C(C)(=O)[O-].[Na+] (sodium acetate), CC1=CC=CC(=C1C(=O)O)OC (6-methyl-2-methoxybenzoic acid). Solvent: C(C)(=O)O (acetic acid), C(C)(=O)O (acetic acid). Conditions: time 16 hour. Yields the product BrC=1C=CC(=C(C(=O)O)C1C)OC (5-Bromo-6-methyl-2-methoxybenzoic acid). Yield: 72.8%. Reaction SMILES: [Br:1]Br.[CH3:3][C:4]1[C:9]([C:10]([OH:12])=[O:11])=[C:8]([O:13][CH3:14])[CH:7]=[CH:6][CH:5]=1.C([O-])(=O)C.[Na+]>C(O)(=O)C>[Br:1][C:5]1[CH:6]=[CH:7][C:8]([O:13][CH3:14])=[C:9]([C:4]=1[CH3:3])[C:10]([OH:12])=[O:11] |f:2.3|. Procedure details: A mixture of bromine (102 ml, 2.0 mol) and acetic acid (225 ml) is added to a mixture of 50A (304.0 g, 1.8 mol),), sodium acetate (164.0 g, 2.0 mol) and acetic acid (3.0 l) at a temperature of 10 to 15° C. The reaction mixture is stirred at room temperature for 16 hours. The solid material is collected by vacuum filtration, washed with water and dried yielding off-white crystals 321.0 g (72.6.%), mp 81-83° C. Starting materials: O(Cl)Cl (oxychloride), COC=1C=C(C=CC1OC)[C@@H]1[C@@H](CCCC1)NC(C1=CC=C(C=C1)C(=O)OC)=O ((+/−)-cis-N-[2-(3,4-dimethoxyphenyl)cyclohexyl]-4-methoxycarbonylbenzamide), C([O-])(O)=O.[Na+] (sodium bicarbonate). Solvent: C(C)#N (acetonitrile). The product is COC=1C=C2C(=N[C@H]3CCCC[C@H]3C2=CC1OC)C1=CC=C(C=C1)C(=O)OC ((+/−)-cis-8,9-dimethoxy-6-[4-(methoxycarbonyl)phenyl]-1,2,3,4,4a,10b-hexahydrophenanthridine). RXN SMILES: [CH3:1][O:2][C:3]1[CH:4]=[C:5]([C@H:11]2[CH2:16][CH2:15][CH2:14][CH2:13][C@H:12]2[NH:17][C:18](=O)[C:19]2[CH:24]=[CH:23][C:22]([C:25]([O:27][CH3:28])=[O:26])=[CH:21][CH:20]=2)[CH:6]=[CH:7][C:8]=1[O:9][CH3:10].O(Cl)Cl.C(=O)(O)[O-].[Na+]>C(#N)C>[CH3:10][O:9][C:8]1[CH:7]=[C:6]2[C:5](=[CH:4][C:3]=1[O:2][CH3:1])[C@H:11]1[C@H:12]([CH2:13][CH2:14][CH2:15][CH2:16]1)[N:17]=[C:18]2[C:19]1[CH:24]=[CH:23][C:22]([C:25]([O:27][CH3:28])=[O:26])=[CH:21][CH:20]=1 |f:2.3|. Procedure details: 1.8 g of (+/−)-cis-N-[2-(3,4-dimethoxyphenyl)cyclohexyl]-4-methoxycarbonylbenzamide are dissolved in 50 ml of acetonitrile and 1.0 ml of phoshorus oxychloride and stirred at 50° C. for 8 h. The reaction mixture is poured into 100 ml of saturated sodium bicarbonate solution and extracted with ethyl acetate. The organic phase is washed with sodium bicarbonate solution and water, dried with sodium sulfate and concentrated. The residue is recrystallized from ethyl acetate/petroleum ether. This gives... Reactants: [BH4-], Cc1ccc(C=NNC(=O)c2[nH]c3ccc(Cl)cc3c2C)cc1, CO, [Na+], O. Yields the product Cc1ccc(CNNC(=O)c2[nH]c3ccc(Cl)cc3c2C)cc1. RXN SMILES: [BH4-:24].[CH3:1][c:2]1[cH:3][cH:4][c:5]([CH:6]=[N:7][NH:8][C:9](=[O:10])[c:11]2[nH:12][c:13]3[cH:14][cH:15][c:16]([Cl:21])[cH:17][c:18]3[c:19]2[CH3:20])[cH:22][cH:23]1.[CH3:26][OH:27].[Na+:25].[OH2:28]>>[CH3:1][c:2]1[cH:3][cH:4][c:5]([CH2:6][NH:7][NH:8][C:9](=[O:10])[c:11]2[nH:12][c:13]3[cH:14][cH:15][c:16]([Cl:21])[cH:17][c:18]3[c:19]2[CH3:20])[cH:22][cH:23]1. Starting materials: COC(=O)c1cc(OC(C)=O)c2c(c1)N1CC3NC3C(OC(C)=O)(O1)C2COC(N)=O, CC(=O)OC(C)=O, c1ccncc1. The product is COC(=O)c1cc(OC(C)=O)c2c(c1)N1CC3C(N3C(C)=O)C(OC(C)=O)(O1)C2COC(N)=O. As a reaction SMILES: [C:1]([CH3:2])(=[O:3])[O:4][c:5]1[cH:6][c:7]([C:28](=[O:29])[O:30][CH3:31])[cH:8][c:9]2[c:17]1[CH:16]([CH2:18][O:19][C:20]([NH2:21])=[O:22])[C:15]1([O:24][C:25]([CH3:26])=[O:27])[CH:14]3[CH:12]([CH2:11][N:10]2[O:23]1)[NH:13]3.[CH3:32][C:33](=[O:34])[O:35][C:36](=[O:37])[CH3:38].[cH:39]1[cH:40][cH:41][n:42][cH:43][cH:44]1>>[C:1]([CH3:2])(=[O:3])[O:4][c:5]1[cH:6][c:7]([C:28](=[O:29])[O:30][CH3:31])[cH:8][c:9]2[c:17]1[CH:16]([CH2:18][O:19][C:20]([NH2:21])=[O:22])[C:15]1([O:24][C:25]([CH3:26])=[O:27])[CH:14]3[CH:12]([CH2:11][N:10]2[O:23]1)[N:13]3[C:33]([CH3:32])=[O:34]. Reactants: O=C([O-])[O-], OB(O)c1ccc(OCc2ccccc2)cc1, COCCOC, Clc1c2c(nc3ccccc13)CCCC2, [Na+], [Na+]. Product: c1ccc(COc2ccc(-c3c4c(nc5ccccc35)CCCC4)cc2)cc1. Reaction SMILES: [C:33](=[O:34])([O-:35])[O-:36].[CH2:16]([c:17]1[cH:18][cH:19][cH:20][cH:21][cH:22]1)[O:23][c:24]1[cH:25][cH:26][c:27]([B:30]([OH:31])[OH:32])[cH:28][cH:29]1.[CH3:39][O:40][CH2:41][CH2:42][O:43][CH3:44].[Cl:1][c:2]1[c:3]2[cH:4][cH:5][cH:6][cH:7][c:8]2[n:9][c:10]2[c:15]1[CH2:14][CH2:13][CH2:12][CH2:11]2.[Na+:37].[Na+:38]>>[c:2]1(-[c:27]2[cH:26][cH:25][c:24]([O:23][CH2:16][c:17]3[cH:18][cH:19][cH:20][cH:21][cH:22]3)[cH:29][cH:28]2)[c:3]2[cH:4][cH:5][cH:6][cH:7][c:8]2[n:9][c:10]2[c:15]1[CH2:14][CH2:13][CH2:12][CH2:11]2. Solvent: CN1CCCC1=O (NMP). Starting materials: FC1=C(NC2=NC(=NC=C2)Cl)C=C(C=C1)C (4-(2-Fluoro-5-methylanilino)-2-chloropyrimidine), O1CCN(CC1)CCCOC1=CC=C(N)C=C1 (4-(3-morpholinopropoxy)aniline), Br (HBr), C(Cl)Cl (DCM). As a reaction SMILES: [F:1][C:2]1[CH:15]=[CH:14][C:13]([CH3:16])=[CH:12][C:3]=1[NH:4][C:5]1[CH:10]=[CH:9][N:8]=[C:7](Cl)[N:6]=1.Br.C(Cl)Cl.[O:21]1[CH2:26][CH2:25][N:24]([CH2:27][CH2:28][CH2:29][O:30][C:31]2[CH:37]=[CH:36][C:34]([NH2:35])=[CH:33][CH:32]=2)[CH2:23][CH2:22]1>CN1C(=O)CCC1>[F:1][C:2]1[CH:15]=[CH:14][C:13]([CH3:16])=[CH:12][C:3]=1[NH:4][C:5]1[CH:10]=[CH:9][N:8]=[C:7]([NH:35][C:34]2[CH:36]=[CH:37][C:31]([O:30][CH2:29][CH2:28][CH2:27][N:24]3[CH2:23][CH2:22][O:21][CH2:26][CH2:25]3)=[CH:32][CH:33]=2)[N:6]=1. Procedure details: 4-(2-Fluoro-5-methylanilino)-2-chloropyrimidine (Reference Example A-10, 140 mg, 0.6 mmol) was dissolved in dry NMP (2 ml) and 4-(3-morpholinopropoxy)aniline.2.HBr salt (see CAS Registry No. 100800–40–6; J.Am.Chem.Soc., 76, 1954, 4396; 188 mg, 0.5 mmol) added. The mixture was stirred at ambient temperature for 5 minutes, then checked to ensure the reaction mixture was acidic (pH 1) and heated at 100° C. for 3 hours. The mixture was allowed to cool and evaporated to dryness to give an oil. Silica... Conditions: time 5 minute. Yields the product FC1=C(NC2=NC(=NC=C2)NC2=CC=C(C=C2)OCCCN2CCOCC2)C=C(C=C1)C (4-(2-Fluoro-5-methylanilino)-2-[4-(3-morpholinopropoxy)anilino]pyrimidine). The reactants are ClCCCCN1CCN(CCC1=O)C(\C=C\C1=CC(=C(C=C1)Cl)Cl)=O (4-(4-chloro-butyl)-1-[(E)-3-(3,4-dichloro-phenyl)-acryloyl]-[1,4]diazepan-5-one), [I-].[Na+] (sodium iodide). Conditions: temperature 90 celsius, time 26 hour. The product is ClC=1C=C(C=CC1Cl)/C=C/C(=O)N1CCN(C(CC1)=O)CCCCI (1-[(E)-3-(3,4-Dichloro-phenyl)-acryloyl]-4-(4-iodo-butvl)-[1,4]diazepan-5-one). As a reaction SMILES: Cl[CH2:2][CH2:3][CH2:4][CH2:5][N:6]1[C:12](=[O:13])[CH2:11][CH2:10][N:9]([C:14](=[O:25])/[CH:15]=[CH:16]/[C:17]2[CH:22]=[CH:21][C:20]([Cl:23])=[C:19]([Cl:24])[CH:18]=2)[CH2:8][CH2:7]1.[I-:26].[Na+]>>[Cl:24][C:19]1[CH:18]=[C:17](/[CH:16]=[CH:15]/[C:14]([N:9]2[CH2:10][CH2:11][C:12](=[O:13])[N:6]([CH2:5][CH2:4][CH2:3][CH2:2][I:26])[CH2:7][CH2:8]2)=[O:25])[CH:22]=[CH:21][C:20]=1[Cl:23] |f:1.2|. Procedure details: In analogy to the procedure described in example 6D, 4-(4-chloro-butyl)-1-[(E)-3-(3,4-dichloro-phenyl)-acryloyl]-[1,4]diazepan-5-one and sodium iodide were stirred at 90° C. for 26 h to give the title compound as orange foam. MS: 495.0 (MH+, 2Cl). Starting materials: ClCCl, CN(C)c1ccccc1, CO, ClP(Cl)(Cl)(Cl)Cl, CC(=O)NC(=O)OCC1(C)SC2C(NC(=O)COc3ccccc3)C(=O)N2C1C(=O)OCc1ccc([N+](=O)[O-])cc1, N. The product is CC(=O)NC(=O)OCC1(C)SC2C(N)C(=O)N2C1C(=O)OCc1ccc([N+](=O)[O-])cc1. RXN SMILES: [CH2:58]([Cl:59])[Cl:60].[CH3:42][N:43]([CH3:44])[c:45]1[cH:46][cH:47][cH:48][cH:49][cH:50]1.[CH3:61][OH:62].[Cl:51][P:52]([Cl:53])([Cl:54])([Cl:55])[Cl:56].[N+:1](=[O:2])([O-:3])[c:4]1[cH:5][cH:6][c:7]([CH2:8][O:9][C:10](=[O:11])[CH:12]2[C:13]([CH3:31])([CH2:32][O:33][C:34]([NH:35][C:36]([CH3:37])=[O:38])=[O:39])[S:14][CH:15]3[N:16]2[C:17](=[O:30])[CH:18]3[NH:19][C:20](=[O:21])[CH2:22][O:23][c:24]2[cH:25][cH:26][cH:27][cH:28][cH:29]2)[cH:40][cH:41]1.[NH3:57]>>[N+:1](=[O:2])([O-:3])[c:4]1[cH:5][cH:6][c:7]([CH2:8][O:9][C:10](=[O:11])[CH:12]2[C:13]([CH3:31])([CH2:32][O:33][C:34]([NH:35][C:36]([CH3:37])=[O:38])=[O:39])[S:14][CH:15]3[N:16]2[C:17](=[O:30])[CH:18]3[NH2:19])[cH:40][cH:41]1.